This data is from the Open Reaction Database (ORD), a public repository of structured organic reaction records. The task is: describe an organic reaction: reactants, conditions, products, and yield Starting materials: CC1(C=NC(CCCCCCCC1)CC)C (3,3-dimethyl-12-ethyl-1-aza-cyclododecene), S(=O)(=O)(O)O.NO (hydroxylamine sulfate), S(O)(O)(=O)=O (sulfuric acid). The solvent is O (water). Product: CC(C=NO)(CCCCCCCCC(N)CC)C (2,2-dimethyl-11-ethyl-11-amino-undecanal oxime). The yield is 191.0%. As a reaction SMILES: [CH3:1][C:2]1([CH3:16])[CH2:13][CH2:12][CH2:11][CH2:10][CH2:9][CH2:8][CH2:7][CH2:6][CH:5]([CH2:14][CH3:15])[N:4]=[CH:3]1.S(O)(O)(=O)=O.[NH2:22][OH:23].S(=O)(=O)(O)O>O>[CH3:1][C:2]([CH3:16])([CH2:13][CH2:12][CH2:11][CH2:10][CH2:9][CH2:8][CH2:7][CH2:6][CH:5]([CH2:14][CH3:15])[NH2:4])[CH:3]=[N:22][OH:23] |f:1.2|. Procedure details: The procedure described in Example 1(b) is repeated, except that 223 g (1 mol) of 3,3-dimethyl-12-ethyl-1-aza-cyclododecene, 82 g (0.5 mol) of hydroxylamine sulfate, 150 g of sulfuric acid and 400 ml of water are used. Distillation yields 245 g (0.955 mol) of 2,2-dimethyl-11-ethyl-11-amino-undecanal oxime; yield 95.5% of theory; boiling point 155°-160° C./7 Pa. The reactants are CO, O, Cc1cc(CCC(O)c2ccc(OC(F)(F)F)cc2)cc(C)c1OC(C)(C)C(=O)O. Yields the product COC(CCc1cc(C)c(OC(C)(C)C(=O)O)c(C)c1)c1ccc(OC(F)(F)F)cc1. RXN SMILES: [CH3:31][OH:32].[OH2:33].[OH:1][CH:2]([CH2:3][CH2:4][c:5]1[cH:6][c:7]([CH3:19])[c:8]([O:9][C:10]([C:11](=[O:12])[OH:13])([CH3:14])[CH3:15])[c:16]([CH3:18])[cH:17]1)[c:20]1[cH:21][cH:22][c:23]([O:26][C:27]([F:28])([F:29])[F:30])[cH:24][cH:25]1>>[O:1]([CH:2]([CH2:3][CH2:4][c:5]1[cH:6][c:7]([CH3:19])[c:8]([O:9][C:10]([C:11](=[O:12])[OH:13])([CH3:14])[CH3:15])[c:16]([CH3:18])[cH:17]1)[c:20]1[cH:21][cH:22][c:23]([O:26][C:27]([F:28])([F:29])[F:30])[cH:24][cH:25]1)[CH3:31]. Starting materials: O=S(=O)(Cl)c1ccc(Br)cc1, CC(C)(C)OC(=O)N1CCNCC1, ClCCl, CCN(C(C)C)C(C)C. Yields the product CC(C)(C)OC(=O)N1CCN(S(=O)(=O)c2ccc(Br)cc2)CC1. Reaction SMILES: [Br:10][c:11]1[cH:12][cH:13][c:14]([S:17](=[O:18])(=[O:19])[Cl:20])[cH:15][cH:16]1.[C:21]([CH3:22])([CH3:23])([CH3:24])[O:25][C:26](=[O:27])[N:28]1[CH2:29][CH2:30][NH:31][CH2:32][CH2:33]1.[CH2:34]([Cl:35])[Cl:36].[CH:1]([N:2]([CH:3]([CH3:4])[CH3:5])[CH2:6][CH3:7])([CH3:8])[CH3:9]>>[Br:10][c:11]1[cH:12][cH:13][c:14]([S:17](=[O:18])(=[O:19])[N:31]2[CH2:30][CH2:29][N:28]([C:26]([O:25][C:21]([CH3:22])([CH3:23])[CH3:24])=[O:27])[CH2:33][CH2:32]2)[cH:15][cH:16]1. Reactants: ice water, NC=1SC(=C(N1)C)Br (2-amino-5-bromo-4-methylthiazole), C1(=CC=CC=C1)C1CCN(CC1)CCS (2-(4-phenyl-1-piperidinyl)ethyl mercaptan), C([O-])([O-])=O.[K+].[K+] (potassium carbonate), Cl (HCl). Run in CN(C=O)C (dimethylformamide), CO (methanol). The product is Cl.NC=1SC(=C(N1)C)SCCN1CCC(CC1)C1=CC=CC=C1 (2-Amino-4-methyl-5-[2-(4-phenylpiperidinyl)ethyl-thio]thiazole hydrochloride). Reaction SMILES: [NH2:1][C:2]1[S:3][C:4](Br)=[C:5]([CH3:7])[N:6]=1.[C:9]1([CH:15]2[CH2:20][CH2:19][N:18]([CH2:21][CH2:22][SH:23])[CH2:17][CH2:16]2)[CH:14]=[CH:13][CH:12]=[CH:11][CH:10]=1.C(=O)([O-])[O-].[K+].[K+].[ClH:30]>CN(C)C=O.CO>[ClH:30].[NH2:1][C:2]1[S:3][C:4]([S:23][CH2:22][CH2:21][N:18]2[CH2:17][CH2:16][CH:15]([C:9]3[CH:14]=[CH:13][CH:12]=[CH:11][CH:10]=3)[CH2:20][CH2:19]2)=[C:5]([CH3:7])[N:6]=1 |f:2.3.4,8.9|. Procedure details: 9.65 g of 2-amino-5-bromo-4-methylthiazole, 11.1 g of 2-(4-phenyl-1-piperidinyl)ethyl mercaptan and 20.7 g of potassium carbonate in 50 ml of dimethylformamide were stirred at 80° C. for 30 minutes. The mixture was poured into ice-water and extracted with methylene chloride, and the organic phase was washed with water, dried and concentrated. The residue was purified by chromatography (SiO2 ; CH2Cl2, CH3OH (0-20%)). The hydrochloride was prepared by dissolving the free base in methanol and addin... The product is CC1=C(OC=2C=C(C=CC2)N(S(=O)(=O)CC(F)(F)F)CC=2C=NC=CC2)C=CC=C1 (N-(3-(2-Methylphenoxy)phenyl)-N-(2,2,2-trifluorethanesulfonyl)pyrid-3-ylmethylamine). Procedure details: Using the method of Example 342 using N-(3-(2-methylphenoxy)phenyl)pyridin-3-ylmethylamine and 2,2,2-trifluoroethanesulfonyl chloride and purifying via radial chromatography eluting with 40:60 to 50:50 THF/hexanes gave the title compound. Anal Calcd for C21H19F3N2O3S.0.1H2O: C, 57.55; H, 4.42; N, 6.39. Found: C, 57.28; H, 4.15; N, 6.33. MS found 437.2 [M+H]+ RXN SMILES: [CH3:1][C:2]1[CH:22]=[CH:21][CH:20]=[CH:19][C:3]=1[O:4][C:5]1[CH:6]=[C:7]([NH:11][CH2:12][C:13]2[CH:14]=[N:15][CH:16]=[CH:17][CH:18]=2)[CH:8]=[CH:9][CH:10]=1.[F:23][C:24]([F:31])([F:30])[CH2:25][S:26](Cl)(=[O:28])=[O:27]>>[CH3:1][C:2]1[CH:22]=[CH:21][CH:20]=[CH:19][C:3]=1[O:4][C:5]1[CH:6]=[C:7]([N:11]([CH2:12][C:13]2[CH:14]=[N:15][CH:16]=[CH:17][CH:18]=2)[S:26]([CH2:25][C:24]([F:31])([F:30])[F:23])(=[O:28])=[O:27])[CH:8]=[CH:9][CH:10]=1. Starting materials: CC1=C(OC=2C=C(C=CC2)NCC=2C=NC=CC2)C=CC=C1 (N-(3-(2-methylphenoxy)phenyl)pyridin-3-ylmethylamine), FC(CS(=O)(=O)Cl)(F)F (2,2,2-trifluoroethanesulfonyl chloride). Starting materials: CCN(C(C)C)C(C)C (DIEA), C(C)S(=O)(=O)Cl (ethanesulfonyl chloride), FC1=C(C=C(C=C1)C1=NOC(=N1)C1CN(C1)C(=O)OC(C)(C)C)NC(=O)C1=CN=C2N1C=CC=C2 (Tert-butyl 3-(3-(4-fluoro-3-(imidazo[1,2-a]pyridine-3-carboxamido)phenyl)-1,2,4-oxadiazol-5-yl)azetidine-1-carboxylate). The solvent is C(=O)(C(F)(F)F)O (TFA). Run at time 10 minute. The product is C(C)S(=O)(=O)N1CC(C1)C1=NC(=NO1)C=1C=CC(=C(C1)NC(=O)C1=CN=C2N1C=CC=C2)F (N-(5-(5-(1-(ethylsulfonyl)azetidin-3-yl)-1,2,4-oxadiazol-3-yl)-2-fluorophenyl)imidazo[1,2-a]pyridine-3-carboxamide). As a reaction SMILES: [F:1][C:2]1[CH:7]=[CH:6][C:5]([C:8]2[N:12]=[C:11]([CH:13]3[CH2:16][N:15](C(OC(C)(C)C)=O)[CH2:14]3)[O:10][N:9]=2)=[CH:4][C:3]=1[NH:24][C:25]([C:27]1[N:31]2[CH:32]=[CH:33][CH:34]=[CH:35][C:30]2=[N:29][CH:28]=1)=[O:26].CCN(C(C)C)C(C)C.[CH2:45]([S:47](Cl)(=[O:49])=[O:48])[CH3:46]>C(O)(C(F)(F)F)=O>[CH2:45]([S:47]([N:15]1[CH2:14][CH:13]([C:11]2[O:10][N:9]=[C:8]([C:5]3[CH:6]=[CH:7][C:2]([F:1])=[C:3]([NH:24][C:25]([C:27]4[N:31]5[CH:32]=[CH:33][CH:34]=[CH:35][C:30]5=[N:29][CH:28]=4)=[O:26])[CH:4]=3)[N:12]=2)[CH2:16]1)(=[O:49])=[O:48])[CH3:46]. Procedure details: Tert-butyl 3-(3-(4-fluoro-3-(imidazo[1,2-a]pyridine-3-carboxamido)phenyl)-1,2,4-oxadiazol-5-yl)azetidine-1-carboxylate (F27) (14.4 mg, 0.03 mmol) was dissolved in TFA (0.5 mL) and stirred at room temperature for 10 minutes. Then TFA was removed under vacuum. The residue was dissolved in anhydrous dichloromethane (1 mL) and DIEA (13.0 mg, 0.10 mmol) and ethanesulfonyl chloride (5.8 mg, 0.045 mmol) were added. The reaction was stirred at room temperature for 10 minutes. The solvent was removed and... The reactants are C1(=CC=C(C=C1)S(=O)(=O)O)C (para-toluenesulfonic acid), C1=CC=CC=C1 (benzene). Solvent: C1(=CC=CC=C1)C (toluene). Product: C1(CCCCC1)C=1SC=CC1 (cyclohexylthiophene), 3-bromo-4-(4-methyl-1'-cyclohexenyl)thiophene. Reaction SMILES: [C:1]1(C)[CH:6]=[CH:5][C:4]([S:7](O)(=O)=O)=CC=1.[CH:12]1[CH:17]=[CH:16][CH:15]=[CH:14][CH:13]=1>C1(C)C=CC=CC=1>[CH:12]1([C:4]2[S:7][CH:1]=[CH:6][CH:5]=2)[CH2:17][CH2:16][CH2:15][CH2:14][CH2:13]1. Procedure details: Synthesis substrates 4H-indeno[1,2-c]thiophen-4-one and 4H-indeno [1,2-c]thiophene and their derivatives are prepared in accordance with MacDowell and Jefferies, J. Org. Chem., 35, 871 (1970). Wherein treatment of 4-bromo-3-thienyllithium with a commonly available lower alkyl substituted cyclohexanone or cyclohexanone, such as 4-methylcyclohexanone, at -65° to -75° C. yields the corresponding cyclohexanol derivative which is dehydrated with para-toluenesulfonic acid in refluxing benzene or tolue... Reactants: C(=C)OCCCl (Chloroethyl vinyl ether), FC(C(C(C(F)(F)F)(F)F)(F)F)(S(=O)(=O)[O-])F.OC1=C(C=C(C=C1C)[S+](C1=CC=C(C=C1)C(C)(C)C)C1=CC=C(C=C1)C(C)(C)C)C (4-Hydroxy-3,5-dimethylphenyldi(4-t-butylphenyl)sulfonium perfluorobutanesulfonate salt), C([O-])([O-])=O.[K+].[K+] (potassium carbonate), CN(CCN(C)C)C (N,N,N′,N′-tetramethylethylenediamine). The solvent is CS(=O)C (dimethyl sulfoxide). Run at temperature 80 celsius, time 19 hour. The product is FC(C(C(C(F)(F)F)(F)F)(F)F)(S(=O)(=O)[O-])F.C(=C)OCCOC1=C(C=C(C=C1C)[S+](C1=CC=C(C=C1)C(C)(C)C)C1=CC=C(C=C1)C(C)(C)C)C (4-vinyloxyethoxy-3,5-dimethylphenyldi(4-t-butylphenyl)sulfonium perfluorobutanesulfonate salt). Reaction SMILES: [F:1][C:2]([F:17])([S:13]([O-:16])(=[O:15])=[O:14])[C:3]([F:12])([F:11])[C:4]([F:10])([F:9])[C:5]([F:8])([F:7])[F:6].[OH:18][C:19]1[C:24]([CH3:25])=[CH:23][C:22]([S+:26]([C:37]2[CH:42]=[CH:41][C:40]([C:43]([CH3:46])([CH3:45])[CH3:44])=[CH:39][CH:38]=2)[C:27]2[CH:32]=[CH:31][C:30]([C:33]([CH3:36])([CH3:35])[CH3:34])=[CH:29][CH:28]=2)=[CH:21][C:20]=1[CH3:47].C(=O)([O-])[O-].[K+].[K+].CN(C)CCN(C)C.[CH:62]([O:64][CH2:65][CH2:66]Cl)=[CH2:63]>CS(C)=O>[F:17][C:2]([F:1])([S:13]([O-:16])(=[O:15])=[O:14])[C:3]([F:11])([F:12])[C:4]([F:10])([F:9])[C:5]([F:8])([F:7])[F:6].[CH:62]([O:64][CH2:65][CH2:66][O:18][C:19]1[C:24]([CH3:25])=[CH:23][C:22]([S+:26]([C:27]2[CH:28]=[CH:29][C:30]([C:33]([CH3:36])([CH3:35])[CH3:34])=[CH:31][CH:32]=2)[C:37]2[CH:42]=[CH:41][C:40]([C:43]([CH3:46])([CH3:45])[CH3:44])=[CH:39][CH:38]=2)=[CH:21][C:20]=1[CH3:47])=[CH2:63] |f:0.1,2.3.4,8.9|. Procedure: 4-Hydroxy-3,5-dimethylphenyldi(4-t-butylphenyl)sulfonium perfluorobutanesulfonate salt (28.6 g), potassium carbonate (8.10 g), and N,N,N′,N′-tetramethylethylenediamine (0.46 g) were dissolved in dimethyl sulfoxide (142 g). Chloroethyl vinyl ether (6.08 g) was added to the solution, followed by heating to 80° C. The reaction mixture was stirred for 19 hours and cooled to 30° C. or lower. After removal of solid through filtration, water (20.9 g) was added to the filtrate, and the aqueous layer was... Reactants: O=C1C2CC3(CC(CC(C1)C3)C2)NC(OC(C)(C)C)=O (tert-butyl (4-oxotricyclo[4.3.1.13,8]undecan-1-yl)carbamate), NO.Cl (NH2OH—HCl), [OH-].[Na+] (NaOH). Solvent: CCO (EtOH), O (H2O). Conditions: temperature 80 celsius. Yields the product ON=C1C2CC3(CC(CC(C1)C3)C2)NC(OC(C)(C)C)=O (tert-butyl (4-(hydroxyimino)tricyclo[4.3.1.13,8]undecan-1-yl)carbamate). The yield is 90.0%. As a reaction SMILES: O=[C:2]1[CH2:10][CH:9]2[CH2:11][C:5]3([NH:13][C:14](=[O:20])[O:15][C:16]([CH3:19])([CH3:18])[CH3:17])[CH2:6][CH:7]([CH2:12][CH:3]1[CH2:4]3)[CH2:8]2.[NH2:21][OH:22].Cl.[OH-].[Na+]>CCO.O>[OH:22][N:21]=[C:2]1[CH2:10][CH:9]2[CH2:11][C:5]3([NH:13][C:14](=[O:20])[O:15][C:16]([CH3:19])([CH3:18])[CH3:17])[CH2:6][CH:7]([CH2:12][CH:3]1[CH2:4]3)[CH2:8]2 |f:1.2,3.4|. Procedure: The mixture of ketone 1D (10 mmol), NH2OH—HCl (5 mmol), and NaOH (5 mmol) was diluted with EtOH (5 mL) and H2O (1 mL) and the reaction mixture was heated at 80° C. for 16 h. Upon cooling, the reaction mixture was extracted with DCM (10 mL×3) and the combined organic layers were dried (Na2SO4) and concentrated to provide oxime 12A in 90% yield as a solid. The material was used in the next step without further purification. Data: LC/MS (ESR) m/z 295 [M+1]+.